This data is from the Open Reaction Database (ORD), a public repository of structured organic reaction records. The task is: describe an organic reaction: reactants, conditions, products, and yield The reactants are B.CSC (Borane dimethylsulfide), Example 18, C1(CCCCC1)COC=1C=C(SC1)C(CC#N)=O (3-(4-(cyclohexylmethoxy)thiophen-2-yl)-3-oxopropanenitrile), N.CO.C(Cl)Cl (NH3 MeOH CH2Cl2). Yields the product NCCC(O)C=1SC=C(C1)OCC1CCCCC1 (3-amino-1-(4-(cyclohexylmethoxy)thiophen-2-yl)propan-1-ol). Reaction SMILES: B.CSC.[CH:5]1([CH2:11][O:12][C:13]2[CH:14]=[C:15]([C:18](=[O:22])[CH2:19][C:20]#[N:21])[S:16][CH:17]=2)[CH2:10][CH2:9][CH2:8][CH2:7][CH2:6]1.N.CO.C(Cl)Cl>>[NH2:21][CH2:20][CH2:19][CH:18]([C:15]1[S:16][CH:17]=[C:13]([O:12][CH2:11][CH:5]2[CH2:10][CH2:9][CH2:8][CH2:7][CH2:6]2)[CH:14]=1)[OH:22] |f:0.1,3.4.5|. Procedure details: Borane-dimethylsulfide reduction of 3-(4-(cyclohexylmethoxy)thiophen-2-yl)-3-oxopropanenitrile following the method used in Example 2 gave after flash chromatography purification (2%-20% 7N NH3/MeOH—CH2Cl2 gradient) Example 18 as a colorless oil. Yield (0.037 g, 43%); 1H NMR (400 MHz, CD3OD) δ 6.62 (dm J=1 Hz, 1H), 6.22 (d, J=1.4 Hz, 1H), 4.85 (m, 1H), 3.71 (d, J=6.3 Hz, 2H), 2.71-2.78 (m, 2H), 1.64-1.97 (m, 8H), 1.15-1.37 (m, 3H), 1.05-1.15 (m, 2H); RP-HPLC tR=9.63 min; ESI-MS m/z 223.1 [C13H18... The reactants are CC(C)c1nn(Cc2ccc(Br)cc2)c(=O)c(C(=O)NCC(=O)O)c1O, O=C([O-])[O-], C1COCCO1, Cl, [K+], [K+], O=[N+]([O-])c1ccc(B(O)O)cc1, O, c1ccc(P(c2ccccc2)(c2ccccc2)[Pd](P(c2ccccc2)(c2ccccc2)c2ccccc2)(P(c2ccccc2)(c2ccccc2)c2ccccc2)P(c2ccccc2)(c2ccccc2)c2ccccc2)cc1. Yields the product CC(C)c1nn(Cc2ccc(-c3ccc([N+](=O)[O-])cc3)cc2)c(=O)c(C(=O)NCC(=O)O)c1O. RXN SMILES: [Br:1][c:2]1[cH:3][cH:4][c:5]([CH2:8][n:9]2[n:10][c:11]([CH:24]([CH3:25])[CH3:26])[c:12]([OH:23])[c:13]([C:16](=[O:17])[NH:18][CH2:19][C:20](=[O:21])[OH:22])[c:14]2=[O:15])[cH:6][cH:7]1.[C:39](=[O:40])([O-:41])[O-:42].[CH2:46]1[O:47][CH2:48][CH2:49][O:50][CH2:51]1.[ClH:45].[K+:43].[K+:44].[N+:27](=[O:28])([O-:29])[c:30]1[cH:31][cH:32][c:33]([B:36]([OH:37])[OH:38])[cH:34][cH:35]1.[OH2:52].[cH:53]1[cH:54][cH:55][c:56]([P:57]([Pd:58]([P:59]([c:60]2[cH:61][cH:62][cH:63][cH:64][cH:65]2)([c:66]2[cH:67][cH:68][cH:69][cH:70][cH:71]2)[c:72]2[cH:73][cH:74][cH:75][cH:76][cH:77]2)([P:78]([c:79]2[cH:80][cH:81][cH:82][cH:83][cH:84]2)([c:85]2[cH:86][cH:87][cH:88][cH:89][cH:90]2)[c:91]2[cH:92][cH:93][cH:94][cH:95][cH:96]2)[P:97]([c:98]2[cH:99][cH:100][cH:101][cH:102][cH:103]2)([c:104]2[cH:105][cH:106][cH:107][cH:108][cH:109]2)[c:110]2[cH:111][cH:112][cH:113][cH:114][cH:115]2)([c:116]2[cH:117][cH:118][cH:119][cH:120][cH:121]2)[c:122]2[cH:123][cH:124][cH:125][cH:126][cH:127]2)[cH:128][cH:129]1>>[c:2]1(-[c:33]2[cH:32][cH:31][c:30]([N+:27](=[O:28])[O-:29])[cH:35][cH:34]2)[cH:3][cH:4][c:5]([CH2:8][n:9]2[n:10][c:11]([CH:24]([CH3:25])[CH3:26])[c:12]([OH:23])[c:13]([C:16](=[O:17])[NH:18][CH2:19][C:20](=[O:21])[OH:22])[c:14]2=[O:15])[cH:6][cH:7]1.